Dataset: the Open Reaction Database (ORD), a public repository of structured organic reaction records. Task: describe an organic reaction: reactants, conditions, products, and yield The reactants are CCOC(C)=O, OB(O)c1ccc(Cl)c(Cl)c1, ClCCl, [Fe+2], O=C(O)c1ccccc1Nc1ccc(I)cc1, [K+], [K+], O=C([O-])[O-], C1COCCO1, O, Cl[Pd]Cl, c1ccc(P(c2ccccc2)[c-]2cccc2)cc1, c1ccc(P(c2ccccc2)[c-]2cccc2)cc1. Yields the product O=C(O)c1ccccc1Nc1ccc(-c2ccc(Cl)c(Cl)c2)cc1. As a reaction SMILES: [CH3:42][CH2:43][O:44][C:45]([CH3:46])=[O:47].[Cl:1][c:2]1[cH:3][c:4]([B:9]([OH:10])[OH:11])[cH:5][cH:6][c:7]1[Cl:8].[Cl:88][CH2:89][Cl:90].[Fe+2:87].[I:12][c:13]1[cH:14][cH:15][c:16]([NH:19][c:20]2[c:21]([C:22](=[O:23])[OH:24])[cH:25][cH:26][cH:27][cH:28]2)[cH:17][cH:18]1.[K+:29].[K+:30].[O-:31][C:32]([O-:33])=[O:34].[O:36]1[CH2:37][CH2:38][O:39][CH2:40][CH2:41]1.[OH2:35].[Pd:48]([Cl:49])[Cl:50].[cH:51]1[cH:52][cH:53][c:54]([P:55]([c:56]2[cH:57][cH:58][cH:59][cH:60][cH:61]2)[c-:62]2[cH:63][cH:64][cH:65][cH:66]2)[cH:67][cH:68]1.[cH:69]1[cH:70][cH:71][c:72]([P:73]([c:74]2[cH:75][cH:76][cH:77][cH:78][cH:79]2)[c-:80]2[cH:81][cH:82][cH:83][cH:84]2)[cH:85][cH:86]1>>[Cl:1][c:2]1[cH:3][c:4](-[c:13]2[cH:14][cH:15][c:16]([NH:19][c:20]3[c:21]([C:22](=[O:23])[OH:24])[cH:25][cH:26][cH:27][cH:28]3)[cH:17][cH:18]2)[cH:5][cH:6][c:7]1[Cl:8]. Starting materials: B, N#Cc1[nH]c2ccc(Cl)cc2c1-c1c(F)cccc1F, Cl, N, C1CCOC1. Product: NCc1[nH]c2ccc(Cl)cc2c1-c1c(F)cccc1F. As a reaction SMILES: [BH3:1].[Cl:2][c:3]1[cH:4][c:5]2[c:6](-[c:14]3[c:15]([F:21])[cH:16][cH:17][cH:18][c:19]3[F:20])[c:7]([C:12]#[N:13])[nH:8][c:9]2[cH:10][cH:11]1.[ClH:22].[NH3:23].[O:24]1[CH2:25][CH2:26][CH2:27][CH2:28]1>>[Cl:2][c:3]1[cH:4][c:5]2[c:6](-[c:14]3[c:15]([F:21])[cH:16][cH:17][cH:18][c:19]3[F:20])[c:7]([CH2:12][NH2:13])[nH:8][c:9]2[cH:10][cH:11]1. The reactants are O=C1c2ccccc2C(=O)N1Cc1cccc(Br)n1, CCO, NN, O. Yields the product NCc1cccc(Br)n1. As a reaction SMILES: [Br:1][c:2]1[cH:3][cH:4][cH:5][c:6]([CH2:8][N:9]2[C:10](=[O:11])[c:12]3[c:13]([cH:14][cH:15][cH:16][cH:17]3)[C:18]2=[O:19])[n:7]1.[CH3:23][CH2:24][OH:25].[NH2:21][NH2:22].[OH2:20]>>[Br:1][c:2]1[cH:3][cH:4][cH:5][c:6]([CH2:8][NH2:9])[n:7]1. Starting materials: COc1ccc(C(=O)O)cc1C=Cc1ccc(Cl)cc1, NCC(O)CO. Yields the product COc1ccc(C(=O)NCC(O)CO)cc1C=Cc1ccc(Cl)cc1. RXN SMILES: [Cl:1][c:2]1[cH:3][cH:4][c:5]([CH:8]=[CH:9][c:10]2[cH:11][c:12]([C:13](=[O:14])[OH:15])[cH:16][cH:17][c:18]2[O:19][CH3:20])[cH:6][cH:7]1.[NH2:21][CH2:22][CH:23]([CH2:24][OH:25])[OH:26]>>[Cl:1][c:2]1[cH:3][cH:4][c:5]([CH:8]=[CH:9][c:10]2[cH:11][c:12]([C:13](=[O:15])[NH:21][CH2:22][CH:23]([CH2:24][OH:25])[OH:26])[cH:16][cH:17][c:18]2[O:19][CH3:20])[cH:6][cH:7]1. Reactants: [Si](C)(C)(C(C)(C)C)OCC1=CC(=C(C=C1)NC(C=C)=O)Cl (N-[4-({[tert-butyl(dimethyl)silyl]oxy}-methyl)-2-chlorophenyl]-acrylamide), OC(C(=O)O[C@@H]1CC[C@H](CC1)NC)(C=1SC=CC1)C=1SC=CC1 (Trans-4-(methylamino)cyclohexyl hydroxy(di-2-thienyl)acetate), OC(C(=O)O[C@@H]1CC[C@H](CC1)N(C)CCC(=O)NC1=C(C=C(C(=C1)OC)CO[Si](C)(C)C(C)(C)C)Cl)(C=1SC=CC1)C=1SC=CC1 (trans-4-((3-(4-((tert-butyl(dimethyl)silyloxy)methyl)-2-chloro-5-methoxyphenylamino)-3-oxopropyl)(methyl)amino)cyclohexyl hydroxy(di-2-thienyl)-acetate), [Si](C)(C)(C(C)(C)C)OCC1=CC(=C(C=C1)NC(C=C)=O)Cl (N-[4-({[tert-butyl(dimethyl)silyl]oxy}-methyl)-2-chlorophenyl]-acrylamide), OC(C(=O)O[C@@H]1CC[C@H](CC1)NC)(C=1SC=CC1)C=1SC=CC1 (Trans-4-(methylamino)cyclohexyl hydroxy(di-2-thienyl)acetate). Run in ClCCl (dichloromethane). Yields the product OC(C(=O)O[C@@H]1CC[C@H](CC1)N(C)CCC(=O)NC1=C(C=C(C=C1)CO[Si](C)(C)C(C)(C)C)Cl)(C=1SC=CC1)C=1SC=CC1 (trans-4-((3-(4-((tert-butyl(dimethyl)silyloxy)methyl)-2-chlorophenylamino)-3-oxopropyl)(methyl)amino)cyclohexyl hydroxy(di-2-thienyl)acetate). As a reaction SMILES: [Si](OCC1C=CC(NC(=O)C=C)=C(Cl)C=1)(C(C)(C)C)(C)C.OC(C1SC=CC=1)(C1SC=CC=1)C(O[C@H]1CC[C@H](NC)CC1)=O.[OH:45][C:46]([C:86]1[S:87][CH:88]=[CH:89][CH:90]=1)([C:81]1[S:82][CH:83]=[CH:84][CH:85]=1)[C:47]([O:49][C@H:50]1[CH2:55][CH2:54][C@H:53]([N:56]([CH2:58][CH2:59][C:60]([NH:62][C:63]2[CH:68]=[C:67](OC)[C:66]([CH2:71][O:72][Si:73]([C:76]([CH3:79])([CH3:78])[CH3:77])([CH3:75])[CH3:74])=[CH:65][C:64]=2[Cl:80])=[O:61])[CH3:57])[CH2:52][CH2:51]1)=[O:48]>ClCCl>[OH:45][C:46]([C:81]1[S:82][CH:83]=[CH:84][CH:85]=1)([C:86]1[S:87][CH:88]=[CH:89][CH:90]=1)[C:47]([O:49][C@H:50]1[CH2:51][CH2:52][C@H:53]([N:56]([CH2:58][CH2:59][C:60]([NH:62][C:63]2[CH:68]=[CH:67][C:66]([CH2:71][O:72][Si:73]([C:76]([CH3:79])([CH3:78])[CH3:77])([CH3:75])[CH3:74])=[CH:65][C:64]=2[Cl:80])=[O:61])[CH3:57])[CH2:54][CH2:55]1)=[O:48]. Procedure details: Obtained as a beige solid (45%) starting from N-[4-({[tert-butyl(dimethyl)silyl]oxy}-methyl)-2-chlorophenyl]-acrylamide (intermediate 47; 0.56 g, 1.73 mmol) and trans-4-(methylamino)cyclohexyl hydroxy(di-2-thienyl)acetate (intermediate 5; 0.5 g, 1.42 mmol) in 14 ml dichloromethane and following the experimental procedure as described for intermediate 41.